From a dataset of the Open Reaction Database (ORD), a public repository of structured organic reaction records. describe an organic reaction: reactants, conditions, products, and yield Starting materials: C1(=CC=CC=C1)C(N1C(C2(C3=CC=CC=C13)COC1=C2C=CC(=C1)OC)=O)C1=CC=CC=C1 (1′-(diphenylmethyl)-6-methoxyspiro[1-benzofuran-3,3′-indol]-2′(1′H)-one), C1(=CC=CC=C1)C(N1C(C2(C3=CC=CC=C13)COC1=C2C=C(C(=C1)OC)C)=O)C1=CC=CC=C1 (1′-(diphenylmethyl)-6-methoxy-5-methylspiro[1-benzofuran-3,3′-indol]-2′(1′H)-one). The product is COC1=CC2=C(C=C1)C1(C(NC3=CC=CC=C13)=O)CO2 (6-methoxyspiro[1-benzofuran-3,3′-indol]-2′(1′H)-one). As a reaction SMILES: C1(C(C2C=CC=CC=2)[N:8]2[C:16]3[C:11](=[CH:12][CH:13]=[CH:14][CH:15]=3)[C:10]3([C:20]4[CH:21]=[CH:22][C:23]([O:25][CH3:26])=[CH:24][C:19]=4[O:18][CH2:17]3)[C:9]2=[O:27])C=CC=CC=1.C1(C(C2C=CC=CC=2)N2C3C(=CC=CC=3)C3(C4C=C(C)C(OC)=CC=4OC3)C2=O)C=CC=CC=1>>[CH3:26][O:25][C:23]1[CH:22]=[CH:21][C:20]2[C:10]3([CH2:17][O:18][C:19]=2[CH:24]=1)[C:11]1[C:16](=[CH:15][CH:14]=[CH:13][CH:12]=1)[NH:8][C:9]3=[O:27]. Procedure: Following the procedure as described in EXAMPLE 3 and making non-critical variations using 1′-(diphenylmethyl)-6-methoxyspiro[1-benzofuran-3,3′-indol]-2′(1′H)-one to replace 1′-(diphenylmethyl)-6-methoxy-5-methylspiro[1-benzofuran-3,3′-indol]-2′(1′H)-one, 6-methoxyspiro[1-benzofuran-3,3′-indol]-2′(1′H)-one was obtained (98%) as a colorless solid: 1H NMR (300 MHz, CDCl3) δ8.23-8.11 (br, 1H), 7.30-6.90 (m, 4H), 6.69 (d, J=8.4 Hz, 1H), 6.54 (d, J=2.4 Hz, 1H), 6.39 (dd, J=8.4, 1.8 Hz, 1H), 4.98 (d, ... Reactants: C(C)(C)(C)NS(=O)(=O)C1=CC=C(C=C1)/C(=C(/C(=O)OCC)\CCO)/C1=CC=C(C=C1)Cl (ethyl (Z)-3-(4-t-butylaminosulphonylphenyl)-3-(4-chlorophenyl)-2-(2-hydroxyethyl)-2-propenoate). Run in FC(C(=O)O)(F)F (trifluoroacetic acid). The product is ClC1=CC=C(C=C1)\C(\C1=CC=C(C=C1)S(=O)(=O)N)=C\1/C(OCC1)=O ((Z)-4-[(4-chlorophenyl)-(2-oxo-dihydro-furan-3-ylidene)-methyl]benzenesulphonamide). Yield: 50.0%. As a reaction SMILES: C([NH:5][S:6]([C:9]1[CH:14]=[CH:13][C:12](/[C:15](/[C:25]2[CH:30]=[CH:29][C:28]([Cl:31])=[CH:27][CH:26]=2)=[C:16](\[CH2:22]CO)/[C:17]([O:19][CH2:20]C)=[O:18])=[CH:11][CH:10]=1)(=[O:8])=[O:7])(C)(C)C>FC(F)(F)C(O)=O>[Cl:31][C:28]1[CH:27]=[CH:26][C:25](/[C:15](=[C:16]2\[C:17](=[O:18])[O:19][CH2:20][CH2:22]\2)/[C:12]2[CH:11]=[CH:10][C:9]([S:6]([NH2:5])(=[O:7])=[O:8])=[CH:14][CH:13]=2)=[CH:30][CH:29]=1. Procedure: A solution of 10 g of ethyl (Z)-3-(4-t-butylaminosulphonylphenyl)-3-(4-chlorophenyl)-2-(2-hydroxyethyl)-2-propenoate prepared in Example 124, in 80 ml of trifluoroacetic acid is heated under reflux for 15 hours. After evaporation of the solvent under vacuum, the residue is taken up in dichloromethane. The organic phase is washed with water and then dried over magnesium sulphate and evaporated under vacuum to give an oil which crystallises in an acetone/diisopropyl ether mixture giving 3.9 g of (... Solvent: C1CCOC1 (THF), C1CCOC1 (THF). RXN SMILES: C([O:3][C:4]([C@H:6]1[C@@H:11]([NH:12][S:13]([C:16]2[C:25]3[C:20](=[CH:21][CH:22]=[CH:23][CH:24]=3)[C:19]([NH:26][C:27](=[O:35])[C:28]3[CH:33]=[CH:32][CH:31]=[CH:30][C:29]=3[CH3:34])=[CH:18][CH:17]=2)(=[O:15])=[O:14])[CH2:10][CH2:9][N:8]([C:36](=[O:40])[CH2:37][CH2:38][CH3:39])[CH2:7]1)=O)C.C(OC(N1CCC(N)CC1)=O)(C)(C)C.N(C(C)C)=C=O.[BH4-].[Li+]>C1COCC1>[C:36]([N:8]1[CH2:9][CH2:10][C@H:11]([NH:12][S:13]([C:16]2[C:25]3[C:20](=[CH:21][CH:22]=[CH:23][CH:24]=3)[C:19]([NH:26][C:27](=[O:35])[C:28]3[CH:33]=[CH:32][CH:31]=[CH:30][C:29]=3[CH3:34])=[CH:18][CH:17]=2)(=[O:15])=[O:14])[C@H:6]([CH2:4][OH:3])[CH2:7]1)(=[O:40])[CH2:37][CH2:38][CH3:39] |f:3.4|. Reactants: C(C)OC(=O)[C@@H]1CN(CC[C@@H]1NS(=O)(=O)C1=CC=C(C2=CC=CC=C12)NC(C1=C(C=CC=C1)C)=O)C(CCC)=O ((±)-(cis)-1-Butyryl-4-[4-(2-methyl-benzoylamino)-naphthalene-1-sulfonylamino]-piperidine-3-carboxylic acid ethyl ester), C(C)OC(=O)[C@@H]1CN(CC[C@@H]1NS(=O)(=O)C1=CC=C(C2=CC=CC=C12)NC(C1=C(C=CC=C1)C)=O)C(CCC)=O ((±)-(cis)-1-butyryl-4-[4-(2-methyl-benzoylamino)-naphthalene-1-sulfonylamino]-piperidine-3-carboxylic acid ethyl ester), [BH4-].[Li+] (lithium borohydride), C(C)(C)(C)OC(=O)N1CCC(CC1)N (4-amino-piperidine-1-carboxylic acid tert-butyl ester), N(=C=O)C(C)C (2-isocyanato-propane), resultant solution. Yields the product C(CCC)(=O)N1C[C@H]([C@H](CC1)NS(=O)(=O)C1=CC=C(C2=CC=CC=C12)NC(C1=C(C=CC=C1)C)=O)CO ((±)-(cis)-N-[4-(1-Butyryl-3-hydroxymethyl-piperidin-4-ylsulfamoyl)-naphthalen-1-yl]-2-methyl-benzamide). Procedure details: (±)-(cis)-1-Butyryl-4-[4-(2-methyl-benzoylamino)-naphthalene-1-sulfonylamino]-piperidine-3-carboxylic acid ethyl ester was made following general procedure in Scheme 5, substituting (±)-4-amino-1-benzyl-piperidine-3-carboxylic acid ethyl ester (5) for 4-amino-piperidine-1-carboxylic acid tert-butyl ester and substituting butyl chloride for 2-isocyanato-propane. To the solution of (±)-(cis)-1-butyryl-4-[4-(2-methyl-benzoylamino)-naphthalene-1-sulfonylamino]-piperidine-3-carboxylic acid ethyl este... Reactants: C1=CC2=NO[N+](=C2C=C1)[O-] (benzofuroxan), BrC=1C=C(OC2=CC=C(C=C2)C2=NC3=C(N2C2CCCCC2)C=CC(=C3)C(=O)OCC)C=CC1 (Ethyl 2-[4-(3-bromophenoxy)phenyl]-1-cyclohexylbenzimidazole-5-carboxylate), C1(=CC=C(C=C1)C=O)\C=C\C1=CC=CC=C1 (trans-4-stilbenecarbaldehyde), [OH-].[Na+] (sodium hydroxide). The solvent is C(C)#N (acetonitrile), C(C)(=O)OCC (ethyl acetate), CO (methyl alcohol). Reaction conditions: time 8 hour. Product: C1(CCCCC1)N1C(=NC2=C1C=CC(=C2)C(=O)OCC)C2=CC=C(C=C2)\C=C\C2=CC=CC=C2 (ethyl 1-cyclohexyl-2-{4-[(E)-2-phenylvinyl]phenyl}-benzimidazole-5-carboxylate). Yield: 124.5%. As a reaction SMILES: BrC1C=C(C=CC=1)O[C:6]1[CH:11]=[CH:10][C:9]([C:12]2[N:16]([CH:17]3[CH2:22][CH2:21][CH2:20][CH2:19][CH2:18]3)[C:15]3[CH:23]=[CH:24][C:25]([C:27]([O:29][CH2:30][CH3:31])=[O:28])=[CH:26][C:14]=3[N:13]=2)=[CH:8][CH:7]=1.[C:35]1(/[CH:43]=[CH:44]/C2C=CC=CC=2)[CH:40]=[CH:39][C:38](C=O)=[CH:37][CH:36]=1.C1C=CC2C(=NO[N+]=2[O-])C=1.[OH-].[Na+]>CO.C(#N)C.C(OCC)(=O)C>[CH:17]1([N:16]2[C:15]3[CH:23]=[CH:24][C:25]([C:27]([O:29][CH2:30][CH3:31])=[O:28])=[CH:26][C:14]=3[N:13]=[C:12]2[C:9]2[CH:10]=[CH:11][C:6](/[CH:44]=[CH:43]/[C:35]3[CH:40]=[CH:39][CH:38]=[CH:37][CH:36]=3)=[CH:7][CH:8]=2)[CH2:22][CH2:21][CH2:20][CH2:19][CH2:18]1 |f:3.4|. Procedure: Ethyl 3-amino-4-cyclohexylaminobenzoate (500 mg) obtained in Example 1, Step 3, was dissolved in methyl alcohol (6 ml) and trans-4-stilbenecarbaldehyde (397 mg) was added under ice-cooling. The mixture was stirred overnight at room temperature. The reaction mixture was ice-cooled and benzofuroxan (259 mg) dissolved in acetonitrile (2 ml) was added. The mixture was stirred for 7 hr at 50° C. The reaction mixture was ice-cooled. After 1N sodium hydroxide was added, ethyl acetate was added and the ... The reactants are BrCc1ccccc1, Oc1ccc(Br)cc1, CN(C)C=O, [H-], [Na+], O. The product is Brc1ccc(OCc2ccccc2)cc1. Reaction SMILES: [Br:11][CH2:12][c:13]1[cH:14][cH:15][cH:16][cH:17][cH:18]1.[Br:3][c:4]1[cH:5][cH:6][c:7]([OH:10])[cH:8][cH:9]1.[CH3:20][N:21]([CH3:22])[CH:23]=[O:24].[H-:1].[Na+:2].[OH2:19]>>[Br:3][c:4]1[cH:5][cH:6][c:7]([O:10][CH2:12][c:13]2[cH:14][cH:15][cH:16][cH:17][cH:18]2)[cH:8][cH:9]1. Starting materials: ClC1=C(C=C(C=C1)Cl)O (2,5-dichlorophenol), [OH-].[Na+] (sodium hydroxide), COS(=O)(=O)OC (Dimethylsulfate). Run in O (water). Conditions: time 1 hour. The product is ClC1=C(C=C(C=C1)Cl)OC (2,5-dichloroanisole). Reaction SMILES: COS([O:6][CH3:7])(=O)=O.[Cl:8][C:9]1[CH:14]=[CH:13][C:12]([Cl:15])=[CH:11][C:10]=1O.[OH-].[Na+]>O>[Cl:8][C:9]1[CH:14]=[CH:13][C:12]([Cl:15])=[CH:11][C:10]=1[O:6][CH3:7] |f:2.3|. Procedure: Dimethylsulfate (94.64 g) is added dropwise over a 40 minute period to a cooled stirred solution of 2,5-dichlorophenol (122.25 g) and sodium hydroxide (31.5 g) in water (300 ml). This mixture is stirred at room temperature for one hour then at reflux for 2 hours, then cooled to room temperature. The organic layer is separated and combined with ether extracts of the remaining aqueous layer. The ether solution is dried (saturated NaCl, Na2SO4, K2CO3) and the ether removed to give 2,5-dichloroaniso... Starting materials: BrBr (bromine), BrBr (bromine), COC1=C(C(=O)OC)C=CC(=C1)C (methyl 2-methoxy-4-methyl-benzoate). Reagents/catalysts: [W] (tungsten). Solvent: C(Cl)(Cl)(Cl)Cl (CCl4), C(Cl)(Cl)(Cl)Cl (CCl4). Product: COC1=C(C(=O)OC)C=CC(=C1)CBr (methyl 2-methoxy-4-(bromomethyl)benzoate). The yield is 96.1%. As a reaction SMILES: [CH3:1][O:2][C:3]1[CH:12]=[C:11]([CH3:13])[CH:10]=[CH:9][C:4]=1[C:5]([O:7][CH3:8])=[O:6].[Br:14]Br>C(Cl)(Cl)(Cl)Cl.[W]>[CH3:1][O:2][C:3]1[CH:12]=[C:11]([CH2:13][Br:14])[CH:10]=[CH:9][C:4]=1[C:5]([O:7][CH3:8])=[O:6]. Reported procedure: To a refluxing mixture of methyl 2-methoxy-4-methyl-benzoate (21.625 g, 120 mmol) in CCl4 (240 mL) was added dropwise a solution of bromine (6.19 mL, 120 mmol) in CCl4 (75 mL) over 1.5 h. During the bromine addition the reaction was irradiated with a 250 W tungsten lamp. After the addition, the reaction was refluxed for 15 min and concentrated, and vacuum pumped to give methyl 2-methoxy-4-(bromomethyl)benzoate as an oil (29.864 g, 96%). The reactants are ClC=1C(=NC=CC1)N1N=C(C=C1C(Cl)(Cl)Cl)CO ([1-(3-chloropyridin-2-yl)-5-(trichloromethyl)-1H-pyrazol-3-yl]methanol), OS(=O)(=O)O (H2SO4), C(=O)(O)[O-].[Na+] (NaHCO3). Reaction conditions: temperature 0 celsius. The product is ClC=1C(=NC=CC1)N1N=C(C=C1C(=O)O)CO (1-(3-chloropyridin-2-yl)-3-(hydroxymethyl)-1H-pyrazole-5-carboxylic acid). Isolated yield 90.0%. RXN SMILES: [Cl:1][C:2]1[C:3]([N:8]2[C:12](C(Cl)(Cl)Cl)=[CH:11][C:10]([CH2:17][OH:18])=[N:9]2)=[N:4][CH:5]=[CH:6][CH:7]=1.OS(O)(=O)=O.[C:24]([O-:27])(O)=[O:25].[Na+]>>[Cl:1][C:2]1[C:3]([N:8]2[C:12]([C:24]([OH:27])=[O:25])=[CH:11][C:10]([CH2:17][OH:18])=[N:9]2)=[N:4][CH:5]=[CH:6][CH:7]=1 |f:2.3|. Procedure: 38.7 g (0.1 mol) of [1-(3-chloropyridin-2-yl)-5-(trichloromethyl)-1H-pyrazol-3-yl]methanol and 10 g of H2SO4 (as 10% solution in water) were stirred for 3 hours at 80° C. The mixture was cooled to 0° C., made neutral with NaHCO3 solution and the precipitate was filtered off, washed with acetonitrile and dried. Yield 90%. M.p. 178-180° C.